This data is from the Open Reaction Database (ORD), a public repository of structured organic reaction records. The task is: describe an organic reaction: reactants, conditions, products, and yield The reactants are COC=1C=C(C=CC1)C=1C(=C(N(C1)C1=CC=CC=C1)N)C#N (4-(3-methoxyphenyl)-1-phenyl-2-amino-3-cyanopyrrole), CN(C)C1=NC=CC=C1 (dimethylaminopyridine), C(=O)N (formamide), O (water). The product is COC=1C=C(C=CC1)C1=CN(C=2N=CN=C(C21)N)C2=CC=CC=C2 (5-(3-Methoxyphenyl)-7-phenyl-4-aminopyrrolo[2,3-d]pyrimidine). Reaction SMILES: [CH3:1][O:2][C:3]1[CH:4]=[C:5]([C:9]2[C:10]([C:21]#[N:22])=[C:11]([NH2:20])[N:12]([C:14]3C=CC=CC=3)[CH:13]=2)[CH:6]=[CH:7][CH:8]=1.CN([C:26]1[CH:31]=[CH:30][CH:29]=[CH:28]N=1)C.O.[CH:33]([NH2:35])=O>>[CH3:1][O:2][C:3]1[CH:4]=[C:5]([C:9]2[C:10]3[C:11]([NH2:20])=[N:12][CH:14]=[N:22][C:21]=3[N:35]([C:33]3[CH:26]=[CH:31][CH:30]=[CH:29][CH:28]=3)[CH:13]=2)[CH:6]=[CH:7][CH:8]=1. Reported procedure: 1.27 g of 4-(3-methoxyphenyl)-1-phenyl-2-amino-3-cyanopyrrole are heated at 180° C. with a spatula tipful of dimethylaminopyridine for 7 h in 14 ml of formamide under a nitrogen atmosphere. After cooling to RT, the mixture is treated with water and the crystals obtained are filtered off, washed with water and dried. After chromatography on silica gel (ethyl acetate/hexane 4:1), the product-containing fractions are concentrated, slurried in ether and filtered. 5-(3-Methoxyphenyl)-7-phenyl-4-amino...